describe an organic reaction: reactants, conditions, products, and yield From a dataset of the Open Reaction Database (ORD), a public repository of structured organic reaction records. The reactants are O=C[C@H](O)[C@H](O)[C@H](O)CO (D-ribose), C(CCCCCCCCCCC)N (dodecylamine). Yields the product C1([C@H](O)[C@H](O)[C@H](O)CO1)CCCCCCCCCCCCN (N-(D-Ribopyranosyl)dodecylamine). RXN SMILES: O=[CH:2][C@@H:3]([C@@H:5]([C@@H:7]([CH2:9][OH:10])[OH:8])[OH:6])[OH:4].[CH2:11]([NH2:23])[CH2:12][CH2:13][CH2:14][CH2:15][CH2:16][CH2:17][CH2:18][CH2:19][CH2:20][CH2:21][CH3:22]>>[CH:9]1([CH2:22][CH2:21][CH2:20][CH2:19][CH2:18][CH2:17][CH2:16][CH2:15][CH2:14][CH2:13][CH2:12][CH2:11][NH2:23])[O:10][CH2:2][C@@H:3]([OH:4])[C@@H:5]([OH:6])[C@H:7]1[OH:8]. Procedure details: The preparation is analogous to Example 1, starting from 15 g of D-ribose and 18 g of dodecylamine. The reactants are FC=1C=C(C(=O)O)C=CC1C=1SC2=NC(=CC=C2N1)C1(CC1)C1=CC=CC=C1 (3-fluoro-4-(5-(1-phenylcyclopropyl)thiazolo[5,4-b]pyridin-2-yl)benzoic acid), COCCN (2-methoxyethylamine). The product is FC=1C=C(C(=O)NCCOC)C=CC1C=1SC2=NC(=CC=C2N1)C1(CC1)C1=CC=CC=C1 (3-fluoro-N-(2-methoxyethyl)-4-(5-(1-phenylcyclopropyl)[1,3]thiazolo[5,4-b]pyridin-2-yl)benzamide). Reaction SMILES: [F:1][C:2]1[CH:3]=[C:4]([CH:8]=[CH:9][C:10]=1[C:11]1[S:12][C:13]2[C:18]([N:19]=1)=[CH:17][CH:16]=[C:15]([C:20]1([C:23]3[CH:28]=[CH:27][CH:26]=[CH:25][CH:24]=3)[CH2:22][CH2:21]1)[N:14]=2)[C:5](O)=[O:6].[CH3:29][O:30][CH2:31][CH2:32][NH2:33]>>[F:1][C:2]1[CH:3]=[C:4]([CH:8]=[CH:9][C:10]=1[C:11]1[S:12][C:13]2[C:18]([N:19]=1)=[CH:17][CH:16]=[C:15]([C:20]1([C:23]3[CH:24]=[CH:25][CH:26]=[CH:27][CH:28]=3)[CH2:21][CH2:22]1)[N:14]=2)[C:5]([NH:33][CH2:32][CH2:31][O:30][CH3:29])=[O:6]. Reported procedure: The title compound was synthesized using the procedure described in Example 105 above, with 3-fluoro-4-(5-(1-phenylcyclopropyl)thiazolo[5,4-b]pyridin-2-yl)benzoic acid (97 mg, 0.248 mmol) and 2-methoxyethylamine (26 μl, 0.298 mmol). MS (ESI) m/z: Calculated: 447.1; Observed: 448.1 (M++1). The reactants are O=C([O-])O, CC(=O)Cl, CO, NS(=O)(=O)c1cc(C(=O)CCC(=O)O)ccc1Cl, [Na+], O. Yields the product COC(=O)CCC(=O)c1ccc(Cl)c(S(N)(=O)=O)c1. RXN SMILES: [C:24](=[O:25])([OH:26])[O-:27].[CH3:19][C:20](=[O:21])[Cl:22].[CH3:29][OH:30].[Cl:1][c:2]1[c:3]([S:15]([NH2:16])(=[O:17])=[O:18])[cH:4][c:5]([C:8]([CH2:9][CH2:10][C:11](=[O:12])[OH:13])=[O:14])[cH:6][cH:7]1.[Na+:28].[OH2:23]>>[Cl:1][c:2]1[c:3]([S:15]([NH2:16])(=[O:17])=[O:18])[cH:4][c:5]([C:8]([CH2:9][CH2:10][C:11](=[O:12])[O:13][CH3:19])=[O:14])[cH:6][cH:7]1. Starting materials: NC=1C=NC2=CC=CC=C2C1NCCOCCNC(OC(C)(C)C)=O (tert-butyl 2-{2-[(3-aminoquinolin-4-yl)amino]ethoxy}ethylcarbamate), C(C)(OC)(OC)OC (trimethyl orthoacetate), Cl.[NH+]1=CC=CC=C1 (pyridinium hydrochloride). Run in ClCCCl (1,2-dichloroethane). Conditions: time 4 hour. Product: CC=1N(C2=C(C=NC=3C=CC=CC23)N1)CCOCCNC(OC(C)(C)C)=O (tert-butyl 2-[2-(2-methyl-1H-imidazo[4,5-c]quinolin-1-yl)ethoxy]ethylcarbamate). Yield: 83.5%. Reaction SMILES: [NH2:1][C:2]1[CH:3]=[N:4][C:5]2[C:10]([C:11]=1[NH:12][CH2:13][CH2:14][O:15][CH2:16][CH2:17][NH:18][C:19](=[O:25])[O:20][C:21]([CH3:24])([CH3:23])[CH3:22])=[CH:9][CH:8]=[CH:7][CH:6]=2.[C:26](OC)(OC)(OC)[CH3:27].Cl.[NH+]1C=CC=CC=1>ClCCCl>[CH3:26][C:27]1[N:12]([CH2:13][CH2:14][O:15][CH2:16][CH2:17][NH:18][C:19](=[O:25])[O:20][C:21]([CH3:22])([CH3:24])[CH3:23])[C:11]2[C:10]3[CH:9]=[CH:8][CH:7]=[CH:6][C:5]=3[N:4]=[CH:3][C:2]=2[N:1]=1 |f:2.3|. Procedure: A solution of tert-butyl 2-{2-[(3-aminoquinolin-4-yl)amino]ethoxy}ethylcarbamate (12.05 g, 34.8 mmol) in 200 mL of 1,2-dichloroethane was treated with trimethyl orthoacetate (5.50 mL, 43.2 mmol) and the reaction mixture was heated to reflux. A 100 mg portion of pyridinium hydrochloride was then added and refluxing was continued for 4 h. The reaction was then cooled and washed with water and brine. The organic portion was dried over Na2SO4 and concentrated to give an orange foam. The foam was tri... Reactants: O1CC1CCCCCCCCCCCCCC (epoxyhexadecane), OS(=O)(=O)O (H2SO4), N#N (N2). Product: C(CCCCCCCCCCCCCCC)(O)O (hexadecane diol). Isolated yield 95.0%. Reaction SMILES: [O:1]1[CH:3]([CH2:4][CH2:5][CH2:6][CH2:7][CH2:8][CH2:9][CH2:10][CH2:11][CH2:12][CH2:13][CH2:14][CH2:15][CH2:16][CH3:17])[CH2:2]1.[OH:18]S(O)(=O)=O.N#N>>[CH:2]([OH:18])([OH:1])[CH2:3][CH2:4][CH2:5][CH2:6][CH2:7][CH2:8][CH2:9][CH2:10][CH2:11][CH2:12][CH2:13][CH2:14][CH2:15][CH2:16][CH3:17]. Procedure: 120 grams of random, internal epoxyhexadecane was placed in a glass-lined autoclave with 40 ml. of 10% H2SO4. The mixture was heated to 150° C. for 3 hours under 300 psi N2. Upon cooling, the product solidified in the autoclave. The aqueous portion was decanted, and the solid was dissolved in hot hexane. The solution was dried over anhydrous, MgSO4, filtered, and cooled. The resulting crystals were removed by filtration to yield approximately 95% of pure random, internal vicinal hexadecane diol. Reactants: C(C)(C)(C)C1=NOC(=C1)NC(=O)NC1=C(C=C(C(=C1)C1=CC2=C(N=C(N=C2)SC)N(C1=O)C(C)C)C)F (1-(3-tert-butylisoxazol-5-yl)-3-(2-fluoro-5-(8-isopropyl-2-(methylthio)-7-oxo-7,8-dihydropyrido[2,3-d]pyrimidin-6-yl)-4-methylphenyl)urea), CN (methylamine). Product: C(C)(C)(C)C1=NOC(=C1)NC(=O)NC1=C(C=C(C(=C1)C1=CC2=C(N=C(N=C2)NC)N(C1=O)C(C)C)C)F (1-(3-tert-butylisoxazol-5-yl)-3-(2-fluoro-5-(8-isopropyl-2-(methylamino)-7-oxo-7,8-dihydropyrido[2,3-d]pyrimidin-6-yl)-4-methylphenyl)urea). Yield: 50.0%. Reaction SMILES: [C:1]([C:5]1[CH:9]=[C:8]([NH:10][C:11]([NH:13][C:14]2[CH:19]=[C:18]([C:20]3[C:31](=[O:32])[N:30]([CH:33]([CH3:35])[CH3:34])[C:23]4[N:24]=[C:25](SC)[N:26]=[CH:27][C:22]=4[CH:21]=3)[C:17]([CH3:36])=[CH:16][C:15]=2[F:37])=[O:12])[O:7][N:6]=1)([CH3:4])([CH3:3])[CH3:2].[CH3:38][NH2:39]>>[C:1]([C:5]1[CH:9]=[C:8]([NH:10][C:11]([NH:13][C:14]2[CH:19]=[C:18]([C:20]3[C:31](=[O:32])[N:30]([CH:33]([CH3:35])[CH3:34])[C:23]4[N:24]=[C:25]([NH:39][CH3:38])[N:26]=[CH:27][C:22]=4[CH:21]=3)[C:17]([CH3:36])=[CH:16][C:15]=2[F:37])=[O:12])[O:7][N:6]=1)([CH3:4])([CH3:3])[CH3:2]. Procedure: In a procedure analogous to Example A1, 1-(3-tert-butylisoxazol-5-yl)-3-(2-fluoro-5-(8-isopropyl-2-(methylthio)-7-oxo-7,8-dihydropyrido[2,3-d]pyrimidin-6-yl)-4-methylphenyl)urea (0.1 g, 0.2 mmol) and methylamine were combined to provide 1-(3-tert-butylisoxazol-5-yl)-3-(2-fluoro-5-(8-isopropyl-2-(methylamino)-7-oxo-7,8-dihydropyrido[2,3-d]pyrimidin-6-yl)-4-methylphenyl)urea (45 mg, 50% yield). 1H NMR (400 MHz, DMSO-d6): δ 8.78 (brs, 1H), 8.57 (brs, 1H), 7.85 (d, J=9 Hz, 1H), 7.75 (brs, 1H), 7.62 ... The reactants are CC(C)(C)OC(=O)N1CCC(COCc2cc(-c3ccc(C#N)cc3)cc(C(F)(F)F)c2)(c2cccc(Br)c2)CC1, [C-]#N, [C-]#N, CN(C)C=O, [Zn+2]. The product is CC(C)(C)OC(=O)N1CCC(COCc2cc(-c3ccc(C#N)cc3)cc(C(F)(F)F)c2)(c2cccc(C#N)c2)CC1. RXN SMILES: [Br:1][c:2]1[cH:3][c:4]([C:8]2([CH2:21][O:22][CH2:23][c:24]3[cH:25][c:26](-[c:34]4[cH:35][cH:36][c:37]([C:40]#[N:41])[cH:38][cH:39]4)[cH:27][c:28]([C:30]([F:31])([F:32])[F:33])[cH:29]3)[CH2:9][CH2:10][N:11]([C:14](=[O:15])[O:16][C:17]([CH3:18])([CH3:19])[CH3:20])[CH2:12][CH2:13]2)[cH:5][cH:6][cH:7]1.[C-:47]#[N:48].[C-:50]#[N:51].[CH3:42][N:43]([CH3:44])[CH:45]=[O:46].[Zn+2:49]>>[c:2]1([C:42]#[N:43])[cH:3][c:4]([C:8]2([CH2:21][O:22][CH2:23][c:24]3[cH:25][c:26](-[c:34]4[cH:35][cH:36][c:37]([C:40]#[N:41])[cH:38][cH:39]4)[cH:27][c:28]([C:30]([F:31])([F:32])[F:33])[cH:29]3)[CH2:9][CH2:10][N:11]([C:14](=[O:15])[O:16][C:17]([CH3:18])([CH3:19])[CH3:20])[CH2:12][CH2:13]2)[cH:5][cH:6][cH:7]1. Reactants: COc1ccccc1COCCCOc1ccc(C2CCN(C(=O)OC(C)(C)C)CC2OCc2ccc3c(c2)N(CCCC#N)CCC3)cc1, C1CCOC1. Yields the product COc1ccccc1COCCCOc1ccc(C2CCN(C(=O)OC(C)(C)C)CC2OCc2ccc3c(c2)N(CCCCN)CCC3)cc1. As a reaction SMILES: [C:1]([CH3:2])([CH3:3])([CH3:4])[O:5][C:6](=[O:7])[N:8]1[CH2:9][CH:10]([O:34][CH2:35][c:36]2[cH:37][cH:38][c:39]3[c:44]([cH:45]2)[N:43]([CH2:46][CH2:47][CH2:48][C:49]#[N:50])[CH2:42][CH2:41][CH2:40]3)[CH:11]([c:14]2[cH:15][cH:16][c:17]([O:20][CH2:21][CH2:22][CH2:23][O:24][CH2:25][c:26]3[c:27]([O:32][CH3:33])[cH:28][cH:29][cH:30][cH:31]3)[cH:18][cH:19]2)[CH2:12][CH2:13]1.[CH2:51]1[O:52][CH2:53][CH2:54][CH2:55]1>>[C:1]([CH3:2])([CH3:3])([CH3:4])[O:5][C:6](=[O:7])[N:8]1[CH2:9][CH:10]([O:34][CH2:35][c:36]2[cH:37][cH:38][c:39]3[c:44]([cH:45]2)[N:43]([CH2:46][CH2:47][CH2:48][CH2:49][NH2:50])[CH2:42][CH2:41][CH2:40]3)[CH:11]([c:14]2[cH:15][cH:16][c:17]([O:20][CH2:21][CH2:22][CH2:23][O:24][CH2:25][c:26]3[c:27]([O:32][CH3:33])[cH:28][cH:29][cH:30][cH:31]3)[cH:18][cH:19]2)[CH2:12][CH2:13]1. Starting materials: FC1=CC=C(C=C1)C1=NC(=CC(=C1C=CP(=O)(CCCC(=O)OC)OC)C(C)C)C1=CC=CC=C1 (4-[[2-[2-(4-fluorophenyl)-4-(1-methylethyl)-6-phenyl-3-pyridinyl]ethenyl]methoxyphosphinyl]butanoic acid, methyl ester), CC(=O)O (HOAc), [F-].C(CCC)[N+](CCCC)(CCCC)CCCC (tetra-n-butylammonium fluoride), C(=O)(O)[O-].[Na+] (NaHCO3). Run in C1CCOC1 (THF). Reaction conditions: time 18 hour. The product is FC1=CC=C(C=C1)C1=NC(=CC(=C1/C=C/[P@](=O)(CCCC(=O)OC)OC)C(C)C)C1=CC=CC=C1 ((S,E)-4-[[2-[2-(4-Fluorophenyl)-4-(1-methylethyl)-6-phenyl-3-pyridinyl]ethenyl]methoxyphosphinyl]butanoic acid, methyl ester). The yield is 78.0%. As a reaction SMILES: [F:1][C:2]1[CH:7]=[CH:6][C:5]([C:8]2[C:13]([CH:14]=[CH:15][P:16]([O:25][CH3:26])([CH2:18][CH2:19][CH2:20][C:21]([O:23][CH3:24])=[O:22])=[O:17])=[C:12]([CH:27]([CH3:29])[CH3:28])[CH:11]=[C:10]([C:30]3[CH:35]=[CH:34][CH:33]=[CH:32][CH:31]=3)[N:9]=2)=[CH:4][CH:3]=1.CC(O)=O.[F-].C([N+](CCCC)(CCCC)CCCC)CCC.C([O-])(O)=O.[Na+]>C1COCC1>[F:1][C:2]1[CH:7]=[CH:6][C:5]([C:8]2[C:13](/[CH:14]=[CH:15]/[P@@:16]([O:25][CH3:26])([CH2:18][CH2:19][CH2:20][C:21]([O:23][CH3:24])=[O:22])=[O:17])=[C:12]([CH:27]([CH3:28])[CH3:29])[CH:11]=[C:10]([C:30]3[CH:31]=[CH:32][CH:33]=[CH:34][CH:35]=3)[N:9]=2)=[CH:4][CH:3]=1 |f:2.3,4.5|. Procedure details: A solution of (S,E)-3-[[1,1-Dimethylethyl)diphenylsilyl]oxy]-4-[[2-[2-(4-fluorophenyl)-4-(1-methylethyl)-6-phenyl-3-pyridinyl]ethenyl]methoxyphosphinyl]butanoic acid, methyl ester (241 mg, 0.321 mmol) in THF (7 ml) was treated with HOAc (92 ul, 96 mg, 1.61 mmol) and tetra-n-butylammonium fluoride (1.0M in THF, 963 ul, 0.963 mmol). After stirring at room temperature for 18 hours, the solution was poured into saturated NaHCO3 and extracted with EtOAc. The EtOAc extract was washed with brine, dried... Starting materials: N1C(=NC2=C1C=CC=C2)NC2CCN(CC2)C(=O)OCC ((1H-benzimidazol-2-yl)(1-ethoxycarbonylpiperidin-4-yl)amine), [Cl-].[NH4+] (ammonium chloride), [H-].[Na+] (sodium hydride), ClCC=1OC=CC1 (2-(chloromethyl)furan). Solvent: C(C)(=O)OCC (ethyl acetate), O1CCCC1 (tetrahydrofuran), CN(C=O)C (dimethylformamide). Run at time 90 minute. Yields the product O1C(=CC=C1)CN1C(=NC2=C1C=CC=C2)NC2CCN(CC2)C(=O)OCC ((1-(fur-2-ylmethyl)-1H-benzimidazol-2-yl)(1-ethoxycarbonylpiperidin-4-yl)amine). RXN SMILES: [NH:1]1[C:5]2[CH:6]=[CH:7][CH:8]=[CH:9][C:4]=2[N:3]=[C:2]1[NH:10][CH:11]1[CH2:16][CH2:15][N:14]([C:17]([O:19][CH2:20][CH3:21])=[O:18])[CH2:13][CH2:12]1.[H-].[Na+].Cl[CH2:25][C:26]1[O:27][CH:28]=[CH:29][CH:30]=1.[Cl-].[NH4+]>C(OCC)(=O)C.CN(C)C=O.O1CCCC1>[O:27]1[CH:28]=[CH:29][CH:30]=[C:26]1[CH2:25][N:1]1[C:5]2[CH:6]=[CH:7][CH:8]=[CH:9][C:4]=2[N:3]=[C:2]1[NH:10][CH:11]1[CH2:16][CH2:15][N:14]([C:17]([O:19][CH2:20][CH3:21])=[O:18])[CH2:13][CH2:12]1 |f:1.2,4.5|. Procedure: Combine (1H-benzimidazol-2-yl)(1-ethoxycarbonylpiperidin-4-yl)amine (1.5 g, 5.2 mmol) and tetrahydrofuran (45 mL) and dimethylformamide (5 mL). Cool in an ice bath. Add sodium hydride (0.25 g, 60% in oil, 6.24 mmol). Warm to ambient temperature. After about 90 minutes, when the gas evolution ceases, add 2-(chloromethyl)furan (1.04 g, 8.5 mmol). After 56 hours, add ice and then a saturated aqueous solution of ammonium chloride. Evaporate the reaction mixture to remove most of the tetrahydrofuran,...